From a dataset of the Open Reaction Database (ORD), a public repository of structured organic reaction records. describe an organic reaction: reactants, conditions, products, and yield Starting materials: C(C#C)C1(CCCCC1)O ((prop-2-ynyl)cyclohexanol), O1CCCC=C1 (dihydropyran), O1CCCC=C1 (dihydropyran), O1CCCC=C1 (dihydropyran), C=1(C(=CC=CC1)S(=O)(=O)O)C (toluenesulfonic acid), C([O-])([O-])=O.[K+].[K+] (Potassium carbonate). Reagents/catalysts: C=1(C(=CC=CC1)S(=O)(=O)O)C (toluenesulfonic acid), C=1(C(=CC=CC1)S(=O)(=O)O)C (toluenesulfonic acid). Solvent: CCOCC (ether), C(Cl)(Cl)Cl (CHCl3). Reaction conditions: time 1 hour. Yields the product O1C(CCCC1)OC1(CCCCC1)CC#C (1-(tetrahydropyran-2-yloxy)-1-(prop-2-ynyl)cyclohexane). Yield: 98.5%. RXN SMILES: [CH2:1]([C:4]1([OH:10])[CH2:9][CH2:8][CH2:7][CH2:6][CH2:5]1)[C:2]#[CH:3].[O:11]1[CH:16]=[CH:15][CH2:14][CH2:13][CH2:12]1.C1(C)C(S(O)(=O)=O)=CC=CC=1.C(=O)([O-])[O-].[K+].[K+]>CCOCC.C1(C)C(S(O)(=O)=O)=CC=CC=1.C(Cl)(Cl)Cl>[O:11]1[CH2:16][CH2:15][CH2:14][CH2:13][CH:12]1[O:10][C:4]1([CH2:1][C:2]#[CH:3])[CH2:9][CH2:8][CH2:7][CH2:6][CH2:5]1 |f:3.4.5|. Procedure: A solution of 2.9 g (21 mmol) of (prop-2-ynyl)cyclohexanol in 10 ml of dry ether was stirred under argon as 0.24 ml (26 mmol) of dihydropyran was added followed by about 5 mg of toluenesulfonic acid. After one hour, tlc (CHCl3, silica gel) analysis indicated that significant starting material remained. Another 0.2 ml of dihydropyran and about 5 mg of toluenesulfonic acid were added. Twice more at one hour intervals, 0.2 ml portions of dihydropyran along with a small amount of toluenesulfonic aci... Product: CCCCCCCCCCCCCCCCNc1ccc(C(=O)CCC(=O)O)c(F)c1. Reactants: CCO, Cl, CCCCCCCCCCCCCCCCNc1ccc(C(=O)CCC(=O)OC)c(F)c1, [K+], [OH-], O. Reaction SMILES: [CH3:35][CH2:36][OH:37].[ClH:38].[F:1][c:2]1[c:3]([C:4](=[O:5])[CH2:6][CH2:7][C:8](=[O:9])[O:10][CH3:11])[cH:12][cH:13][c:14]([NH:16][CH2:17][CH2:18][CH2:19][CH2:20][CH2:21][CH2:22][CH2:23][CH2:24][CH2:25][CH2:26][CH2:27][CH2:28][CH2:29][CH2:30][CH2:31][CH3:32])[cH:15]1.[K+:34].[OH-:33].[OH2:39]>>[F:1][c:2]1[c:3]([C:4](=[O:5])[CH2:6][CH2:7][C:8](=[O:9])[OH:10])[cH:12][cH:13][c:14]([NH:16][CH2:17][CH2:18][CH2:19][CH2:20][CH2:21][CH2:22][CH2:23][CH2:24][CH2:25][CH2:26][CH2:27][CH2:28][CH2:29][CH2:30][CH2:31][CH3:32])[cH:15]1. Reactants: N(CCO)CCO (diethanolamine), S(O)(O)(=O)=O (sulfuric acid), [O-]C#N.[K+] (potassium cyanate). Run in O (water), O (water). Run at temperature 90 celsius. The product is OCCN(C(=O)N)CCO (N,N-bis(2-hydroxyethyl)urea). Reaction SMILES: [NH:1]([CH2:5][CH2:6][OH:7])[CH2:2][CH2:3][OH:4].S(=O)(=O)(O)O.[O-:13][C:14]#[N:15].[K+]>O>[OH:4][CH2:3][CH2:2][N:1]([CH2:5][CH2:6][OH:7])[C:14]([NH2:15])=[O:13] |f:2.3|. Procedure: 212.4 g diethanolamine in 212.4 g of water was neutralized with 101.85 g concentrated sulfuric acid to a pH of 4. A solution of 168.99 g potassium cyanate in 260 g of water was then added and the mixture was heated to 90° C. for 3 hours. After cooling to ambient temperature, potassium sulfate precipitated and was filtered out. The filter cake was washed with 425 g of hot ethanol. The recovered ethanol was then added to the contents of the filtrate, causing the filtrate to become cloudy. The whit...